This data is from the Open Reaction Database (ORD), a public repository of structured organic reaction records. The task is: describe an organic reaction: reactants, conditions, products, and yield Reactants: [Al+3], O=C(Cc1c2c(nn1-c1ccccc1)c(Cl)nc1ccccc12)N1CCN(Cc2ccccc2)CC1, [H-], [H-], [H-], [H-], [Li+], [Na+], C1CCOC1, [OH-], O. Product: Clc1nc2ccccc2c2c(CCN3CCN(Cc4ccccc4)CC3)n(-c3ccccc3)nc12. As a reaction SMILES: [Al+3:38].[CH2:1]([c:2]1[cH:3][cH:4][cH:5][cH:6][cH:7]1)[N:8]1[CH2:9][CH2:10][N:11]([C:14]([CH2:15][c:16]2[n:17](-[c:30]3[cH:31][cH:32][cH:33][cH:34][cH:35]3)[n:18][c:19]3[c:20]([Cl:29])[n:21][c:22]4[cH:23][cH:24][cH:25][cH:26][c:27]4[c:28]23)=[O:36])[CH2:12][CH2:13]1.[H-:37].[H-:40].[H-:41].[H-:42].[Li+:39].[Na+:45].[O:46]1[CH2:47][CH2:48][CH2:49][CH2:50]1.[OH-:44].[OH2:43]>>[CH2:1]([c:2]1[cH:3][cH:4][cH:5][cH:6][cH:7]1)[N:8]1[CH2:9][CH2:10][N:11]([CH2:14][CH2:15][c:16]2[n:17](-[c:30]3[cH:31][cH:32][cH:33][cH:34][cH:35]3)[n:18][c:19]3[c:20]([Cl:29])[n:21][c:22]4[cH:23][cH:24][cH:25][cH:26][c:27]4[c:28]23)[CH2:12][CH2:13]1.